describe an organic reaction: reactants, conditions, products, and yield From a dataset of the Open Reaction Database (ORD), a public repository of structured organic reaction records. Reaction SMILES: [Br:12][c:13]1[c:14]([NH:20][c:21]2[n:22][nH:23][c:24]([O:26][CH3:27])[cH:25]2)[n:15][c:16]([Cl:19])[n:17][cH:18]1.[CH2:37]([OH:38])[CH2:39][CH2:40][CH3:41].[CH:28]([N:29]([CH2:30][CH3:31])[CH:32]([CH3:33])[CH3:34])([CH3:35])[CH3:36].[ClH:1].[F:2][c:3]1[cH:4][n:5][c:6]([CH:9]([CH3:10])[NH2:11])[n:7][cH:8]1>>[F:2][c:3]1[cH:4][n:5][c:6]([CH:9]([CH3:10])[NH:11][c:16]2[n:15][c:14]([NH:20][c:21]3[n:22][nH:23][c:24]([O:26][CH3:27])[cH:25]3)[c:13]([Br:12])[cH:18][n:17]2)[n:7][cH:8]1. The reactants are COc1cc(Nc2nc(Cl)ncc2Br)n[nH]1, CCCCO, CCN(C(C)C)C(C)C, Cl, CC(N)c1ncc(F)cn1. Product: COc1cc(Nc2nc(NC(C)c3ncc(F)cn3)ncc2Br)n[nH]1. Run in CO (methanol). Procedure details: A solution of 150 mg (0.78 mmol) of 4-chloro-2-methylquinolin-6-ol, 174 mg (0.81 mmol) of n-tetradecylamine, and 5 mL of n-butanol was heated under reflux for 24 hours. Excess butanol was removed by codistillation with cyclohexane. The residue was chromatographed on 30 g of silica gel (eluent 1:9 methanol-dichloromethane) to furnish crude product. This was taken up in methanol, and the solution was treated with dry hydrogen chloride gas. The solution was evaporated under reduced pressure to give... RXN SMILES: [Cl:1][C:2]1[C:11]2[C:6](=[CH:7][CH:8]=[C:9]([OH:12])[CH:10]=2)[N:5]=[C:4]([CH3:13])[CH:3]=1.[CH2:14](N)[CH2:15][CH2:16][CH2:17][CH2:18][CH2:19][CH2:20][CH2:21][CH2:22][CH2:23][CH2:24][CH2:25][CH2:26][CH3:27].C(O)CCC.Cl>CO>[OH2:12].[ClH:1].[CH2:27]([C:2]1[C:11]2[C:6](=[CH:7][CH:8]=[C:9]([OH:12])[CH:10]=2)[N:5]=[C:4]([CH3:13])[CH:3]=1)[CH2:26][CH2:25][CH2:24][CH2:23][CH2:22][CH2:21][CH2:20][CH2:19][CH2:18][CH2:17][CH2:16][CH2:15][CH3:14] |f:5.6.7|. Product: O.Cl.C(CCCCCCCCCCCCC)C1=CC(=NC2=CC=C(C=C12)O)C (4-Tetradecyl-2-methylquinolin-6-ol Hydrochloride Hydrate). Reactants: ClC1=CC(=NC2=CC=C(C=C12)O)C (4-chloro-2-methylquinolin-6-ol), C(CCCCCCCCCCCCC)N (n-tetradecylamine), C(CCC)O (n-butanol), Cl (hydrogen chloride). The reactants are FC1=CC=C(C=C1)[N+](=O)[O-] (1-fluoro-4-nitrobenzene), C1(=CC=CC=C1)NC(=O)N[C@H]1[C@@H](CCCC1)NC1CNCCC1 (1-phenyl-3-((1R,2R)-2-(piperidin-3-ylamino)cyclohexyl)urea). The product is [N+](=O)([O-])C1=CC=C(C=C1)N1C[C@H](CCC1)N[C@H]1[C@@H](CCCC1)NC(=O)NC1=CC=CC=C1 (1-((1R,2R)-2-((S)-1-(4-Nitrophenyl)piperidin-3-ylamino)cyclohexyl)-3-phenylurea). Isolated yield 13.6%. Reaction SMILES: F[C:2]1[CH:7]=[CH:6][C:5]([N+:8]([O-:10])=[O:9])=[CH:4][CH:3]=1.[C:11]1([NH:17][C:18]([NH:20][C@@H:21]2[CH2:26][CH2:25][CH2:24][CH2:23][C@H:22]2[NH:27][CH:28]2[CH2:33][CH2:32][CH2:31][NH:30][CH2:29]2)=[O:19])[CH:16]=[CH:15][CH:14]=[CH:13][CH:12]=1>>[N+:8]([C:5]1[CH:6]=[CH:7][C:2]([N:30]2[CH2:31][CH2:32][CH2:33][C@H:28]([NH:27][C@@H:22]3[CH2:23][CH2:24][CH2:25][CH2:26][C@H:21]3[NH:20][C:18]([NH:17][C:11]3[CH:12]=[CH:13][CH:14]=[CH:15][CH:16]=3)=[O:19])[CH2:29]2)=[CH:3][CH:4]=1)([O-:10])=[O:9]. Procedure details: 1-((1R,2R)-2-((S)-1-(4-Nitrophenyl)piperidin-3-ylamino)cyclohexyl)-3-phenylurea (15 mg) was synthesized in 13% yield using the procedures as described in General Procedure A using 1-fluoro-4-nitrobenzene (39.2 mg, 0.278 mmol) and 1-phenyl-3-((1R,2R)-2-(piperidin-3-ylamino)cyclohexyl)urea (80 mg, 0.253 mmol). Anal. Calcd. for C24H31N5O3 m/z 437.5, found: 438.4 (M+H)+; 1H NMR (500 MHz, CDCl3) δ ppm 9.12 (s, 1H), 7.66 (d, J=8.8 Hz, 2H), 7.37 (br. s., 1H), 7.31 (d, J=8.2 Hz, 2H), 7.15 (t, J=7.7 Hz, ... The reactants are CO, N#Cc1c(N)sc(C=O)c1Cl, Sc1ccccc1. The product is N#Cc1c(N)sc(C=O)c1Sc1ccccc1. As a reaction SMILES: [CH3:19][OH:20].[NH2:1][c:2]1[s:3][c:4]([CH:10]=[O:11])[c:5]([Cl:9])[c:6]1[C:7]#[N:8].[SH:12][c:13]1[cH:14][cH:15][cH:16][cH:17][cH:18]1>>[NH2:1][c:2]1[s:3][c:4]([CH:10]=[O:11])[c:5]([S:12][c:13]2[cH:14][cH:15][cH:16][cH:17][cH:18]2)[c:6]1[C:7]#[N:8]. Starting materials: C(C)OC(=O)N1CCN(CC1)C([C@H](CC(=O)OC(C)(C)C)NC(=O)C1=NN(C(=C1)OCC(=O)OCC1=CC=CC=C1)C1=CC=CC=C1)=O (4-{(S)-2-[(5-Benzyloxycarbonylmethoxy-1-phenyl-1H-pyrazole-3-carbonyl)-amino]-3-tert-butoxycarbonyl-propionyl}-piperazine-1-carboxylic acid ethyl ester). Yields the product C(C)OC(=O)N1CCN(CC1)C([C@H](CC(=O)OC(C)(C)C)NC(=O)C1=NN(C(=C1)OCC(=O)O)C1=CC=CC=C1)=O (4-{(S)-3-tert-Butoxycarbonyl-2-[(5-carboxymethoxy-1-phenyl-1H-pyrazole-3-carbonyl)-amino]-propionyl}-piperazine-1-carboxylic acid ethyl ester). Solvent: C(C)(=O)OCC (ethyl acetate). Reaction conditions: time 16 hour. RXN SMILES: [CH2:1]([O:3][C:4]([N:6]1[CH2:11][CH2:10][N:9]([C:12](=[O:48])[C@@H:13]([NH:22][C:23]([C:25]2[CH:29]=[C:28]([O:30][CH2:31][C:32]([O:34]CC3C=CC=CC=3)=[O:33])[N:27]([C:42]3[CH:47]=[CH:46][CH:45]=[CH:44][CH:43]=3)[N:26]=2)=[O:24])[CH2:14][C:15]([O:17][C:18]([CH3:21])([CH3:20])[CH3:19])=[O:16])[CH2:8][CH2:7]1)=[O:5])[CH3:2]>C(OCC)(=O)C>[CH2:1]([O:3][C:4]([N:6]1[CH2:11][CH2:10][N:9]([C:12](=[O:48])[C@@H:13]([NH:22][C:23]([C:25]2[CH:29]=[C:28]([O:30][CH2:31][C:32]([OH:34])=[O:33])[N:27]([C:42]3[CH:47]=[CH:46][CH:45]=[CH:44][CH:43]=3)[N:26]=2)=[O:24])[CH2:14][C:15]([O:17][C:18]([CH3:21])([CH3:20])[CH3:19])=[O:16])[CH2:8][CH2:7]1)=[O:5])[CH3:2]. Reported procedure: To a solution of 11.6 g 4-{(S)-2-[(5-Benzyloxycarbonylmethoxy-1-phenyl-1H-pyrazole-3-carbonyl)-amino]-3-tert-butoxycarbonyl-propionyl}-piperazine-1-carboxylic acid ethyl ester in 60 ml ethyl acetate were added under argon 1.5 g Pd/C (10%) and the suspension was stirred under an atmosphere of hydrogen (3 bar) for 16 h. The suspension was filtered over a plug of Celite® and washed with ethyl acetate. The crude product obtained after evaporation of the solvent was dried under vacuo. Reactants: c1ccc(CN2CCNCC2)cc1, Cc1ccccc1, ClC(Cl)Cl, CCOC(=O)c1cn(CC)c2nc(Cl)ncc2c1=O, O. The product is CCOC(=O)c1cn(CC)c2nc(N3CCN(Cc4ccccc4)CC3)ncc2c1=O. As a reaction SMILES: [CH2:20]([c:21]1[cH:22][cH:23][cH:24][cH:25][cH:26]1)[N:27]1[CH2:28][CH2:29][NH:30][CH2:31][CH2:32]1.[CH3:33][c:34]1[cH:35][cH:36][cH:37][cH:38][cH:39]1.[CH:40]([Cl:41])([Cl:42])[Cl:43].[Cl:1][c:2]1[n:3][cH:4][c:5]2[c:6]([n:7]1)[n:8]([CH2:18][CH3:19])[cH:9][c:10]([C:13](=[O:14])[O:15][CH2:16][CH3:17])[c:11]2=[O:12].[OH2:44]>>[c:2]1([N:30]2[CH2:29][CH2:28][N:27]([CH2:20][c:21]3[cH:22][cH:23][cH:24][cH:25][cH:26]3)[CH2:32][CH2:31]2)[n:3][cH:4][c:5]2[c:6]([n:7]1)[n:8]([CH2:18][CH3:19])[cH:9][c:10]([C:13](=[O:14])[O:15][CH2:16][CH3:17])[c:11]2=[O:12].